The task is: describe an organic reaction: reactants, conditions, products, and yield. This data is from the Open Reaction Database (ORD), a public repository of structured organic reaction records. The reactants are CCN1C=C(C(=O)C2=C1N=C(C=C2)C)C(=O)O (nalidixic acid), CC1=NC=C(N1CCO)[N+](=O)[O-] (metronidazole), CCN=C=NCCCN(C)C (EDCI). The reagents and catalysts are CN(C)C=1C=CN=CC1 (DMAP). The solvent is C1CCOC1 (THF). Conditions: time 24 hour. The product is CC=1NC(=CN1)[N+](=O)[O-].C(C)N1C=C(C(C2=CC=C(N=C12)C)=O)C(=O)OCC (2-methyl-5-nitro-1H-imidazole 1-ethyl 1-ethyl-1,4-dihydro-7-methyl-4-oxo-1,8-naphthyridine-3-carboxylate). Isolated yield 14.5%. RXN SMILES: [CH3:1][CH2:2][N:3]1[C:9]2[N:10]=[C:11]([CH3:14])[CH:12]=[CH:13][C:8]=2[C:6](=[O:7])[C:5]([C:15]([OH:17])=[O:16])=[CH:4]1.[CH3:18][C:19]1[N:23](CCO)[C:22]([N+:27]([O-:29])=[O:28])=[CH:21][N:20]=1.[CH3:30][CH2:31]N=C=NCCCN(C)C>CN(C1C=CN=CC=1)C.C1COCC1>[CH3:18][C:19]1[NH:23][C:22]([N+:27]([O-:29])=[O:28])=[CH:21][N:20]=1.[CH2:2]([N:3]1[C:9]2[C:8](=[CH:13][CH:12]=[C:11]([CH3:14])[N:10]=2)[C:6](=[O:7])[C:5]([C:15]([O:17][CH2:30][CH3:31])=[O:16])=[CH:4]1)[CH3:1] |f:5.6|. Procedure: The reaction mixture of nalidixic acid (232 mg, 1.0 mmol), metronidazole (171 mg, 1.0 mmol), EDCI (230 mg, 1.2 mmol), DMAP (20 mg, 0.2 mmol) and THF (5 ml) was stirred at room temperature for 24 h. THF was then removed under reduced pressure. The residue was dissolved in dichloromethane (50 ml). The organic layer was washed with H2O, 5% Na2CO3, H2O, and brine, and then dried over MgSO4. The solvent was removed under vacuum. The resulting solid was recrystallized from C2H5OH and ethyl acetate to ... The reactants are ClC1=NC(=NC(=C1N)Cl)C (4,6-Dichloro-2-methylpyrimidin-5-ylamine), ClC1=CC=C(C=C1)N (4-chlorophenylamine), C(C)O.Cl (ethanol HCl). The solvent is O (H2O), O (H2O). The product is ClC1=C(C(=NC(=N1)C)NC1=CC=C(C=C1)Cl)N (6-Chloro-N4-(4-chlorophenyl)-2-methyl-pyrimidine-4,5-diamine). As a reaction SMILES: Cl[C:2]1[C:7]([NH2:8])=[C:6]([Cl:9])[N:5]=[C:4]([CH3:10])[N:3]=1.[Cl:11][C:12]1[CH:17]=[CH:16][C:15]([NH2:18])=[CH:14][CH:13]=1.C(O)C.Cl>O>[Cl:9][C:6]1[N:5]=[C:4]([CH3:10])[N:3]=[C:2]([NH:18][C:15]2[CH:16]=[CH:17][C:12]([Cl:11])=[CH:13][CH:14]=2)[C:7]=1[NH2:8] |f:2.3|. Procedure: 4,6-Dichloro-2-methylpyrimidin-5-ylamine (100 mg, 0.56 mmol) and 4-chlorophenylamine (86 mg, 0.68 mmol) were combined in H2O (1.5 ml) and 10:1 ethanol/HCl (0.24 ml) and heated to reflux for 6 hours. The reaction mixture was cooled and H2O added to it. The product was collected by filtration and dried on high vacuum to give the desired compound I-(7A-80)a as a tan solid (173 mg) that was carried on crude: +ESI MS (M+1) 269.2. Reactants: COC1=CC=C2C(=CNC2=C1)CC(=O)N ((6-methoxyindol-3-yl)acetamide), COC(C(=O)C1=CN2CCC(C3=CC(=CC1=C23)F)(C)C)=O ((6,6-dimethyl-8-fluoro-5,6-dihydro-4H-pyrrolo[3,2,1-ij]quinolin-1-yl)oxoacetic acid methyl ester). Product: CC1(CCN2C3=C(C=C(C=C13)F)C(=C2)C=2C(NC(C2C2=CNC1=CC(=CC=C21)OC)=O)=O)C (3-(6,6-dimethyl-8-fluoro-5,6-dihydro-4H-pyrrolo[3,2,1-ij]quinolin-1-yl)-4-(6-methoxy-1H-indol-3-yl)pyrrole-2,5-dione). RXN SMILES: [CH3:1][O:2][C:3]1[CH:11]=[C:10]2[C:6]([C:7]([CH2:12][C:13]([NH2:15])=[O:14])=[CH:8][NH:9]2)=[CH:5][CH:4]=1.C[O:17][C:18](=O)[C:19]([C:21]1[C:31]2=[C:32]3[C:27](=[CH:28][C:29]([F:33])=[CH:30]2)[C:26]([CH3:35])([CH3:34])[CH2:25][CH2:24][N:23]3[CH:22]=1)=O>>[CH3:34][C:26]1([CH3:35])[C:27]2[C:32]3=[C:31]([C:21]([C:19]4[C:18](=[O:17])[NH:15][C:13](=[O:14])[C:12]=4[C:7]4[C:6]5[C:10](=[CH:11][C:3]([O:2][CH3:1])=[CH:4][CH:5]=5)[NH:9][CH:8]=4)=[CH:22][N:23]3[CH2:24][CH2:25]1)[CH:30]=[C:29]([F:33])[CH:28]=2. Procedure details: Beginning with (6-methoxyindol-3-yl)acetamide and (6,6-dimethyl-8-fluoro-5,6-dihydro-4H-pyrrolo[3,2,1-ij]quinolin-1-yl)oxoacetic acid methyl ester, the title compound was prepared essentially as described in Example 1. Reactants: F[B-](F)(F)F, CC(=O)O, CC(=O)O, CC(=O)OC(C)=O, Cc1ccccc1, Ic1ccccc1, [K+], O, O=S(=O)(O)O, O=c1c2ccccc2oc2ccccc12. The product is F[B-](F)(F)F, O=c1c2ccccc2oc2ccc([I+]c3ccccc3)cc12. Reaction SMILES: [B-:43]([F:44])([F:45])([F:46])[F:47].[C:23]([OH:24])(=[O:25])[CH3:26].[C:27]([OH:28])(=[O:29])[CH3:30].[CH3:1][C:2]([O:3][C:4](=[O:5])[CH3:6])=[O:7].[CH3:50][c:51]1[cH:52][cH:53][cH:54][cH:55][cH:56]1.[I:31][c:32]1[cH:33][cH:34][cH:35][cH:36][cH:37]1.[K+:48].[OH2:49].[S:38](=[O:39])(=[O:40])([OH:41])[OH:42].[cH:8]1[cH:9][cH:10][cH:11][c:12]2[o:13][c:14]3[cH:15][cH:16][cH:17][cH:18][c:19]3[c:20](=[O:22])[c:21]12>>[B-:43]([F:44])([F:45])([F:46])[F:47].[cH:8]1[c:9]([I+:31][c:32]2[cH:33][cH:34][cH:35][cH:36][cH:37]2)[cH:10][cH:11][c:12]2[o:13][c:14]3[cH:15][cH:16][cH:17][cH:18][c:19]3[c:20](=[O:22])[c:21]12. The reactants are N1C(CCC1)=O (2-Pyrrolidinone), CC(C(=O)OCC)=C (Ethyl 2-Methyl-2-Propenoate), S(=O)(=O)(OCC)OCC (Diethyl Sulfate). The product is CC(=C)C(=O)OCCN(C)C.COS(=O)(=O)OC.C=CN1CCCC1=O (Gafquat 755N). Reaction SMILES: [NH:1]1[CH2:5][CH2:4][CH2:3][C:2]1=[O:6].[CH3:7][C:8](=[CH2:14])[C:9]([O:11][CH2:12][CH3:13])=[O:10].[S:15]([O:21][CH2:22]C)([O:18][CH2:19][CH3:20])(=[O:17])=[O:16]>>[CH3:14][C:8]([C:9]([O:11][CH2:12][CH2:13][N:1]([CH3:5])[CH3:2])=[O:10])=[CH2:7].[CH3:19][O:18][S:15]([O:21][CH3:22])(=[O:17])=[O:16].[CH2:19]=[CH:20][N:1]1[C:2](=[O:6])[CH2:3][CH2:4][CH2:5]1 |f:3.4.5|. Reported procedure: 2-Pyrrolidinone, 1-Ethenyl-, Polymer and 2-Dimethylamino)Ethyl 2-Methyl-2-Propenoate, compound with Diethyl Sulfate Starting materials: [O-]CC.[Na+] (sodium ethoxide), C(CC(=O)OCC)(=O)OCC (diethyl malonate), FC1=C(C=C(C=C1)C)C=CC(C)=O (4-(2-fluoro-5-methylphenyl)-3-buten-2-one). The solvent is C(C)O (ethanol). Conditions: time 30 minute. The product is FC1=C(C=C(C=C1)C)C1CC(CC(C1)=O)=O (5-(2-fluoro-5-methylphenyl)cyclohexane-1,3-dione). Reaction SMILES: [O-:1][CH2:2][CH3:3].[Na+].C(OCC)(=O)CC(OCC)=O.[F:16][C:17]1[CH:22]=[CH:21][C:20]([CH3:23])=[CH:19][C:18]=1[CH:24]=[CH:25][C:26](=[O:28])[CH3:27]>C(O)C>[F:16][C:17]1[CH:22]=[CH:21][C:20]([CH3:23])=[CH:19][C:18]=1[CH:24]1[CH2:3][C:2](=[O:1])[CH2:27][C:26](=[O:28])[CH2:25]1 |f:0.1|. Reported procedure: To a solution of 20% sodium ethoxide in ethanol (1.4 g) was added at room temperature diethyl malonate (3.3 g) and then was added little by little 4-(2-fluoro-5-methylphenyl)-3-buten-2-one (3.5 g), and the reaction mixture was stirred at room temperature for 30 minutes, refluxed for 2 hours and cooled. The solvent was evaporated, and to the residue was added water. The aqueous layer was washed with ethyl acetate and concentrated. To the residue was added 2M sodium hydroxide (11 ml), and the mixt...